Dataset: the Open Reaction Database (ORD), a public repository of structured organic reaction records. Task: describe an organic reaction: reactants, conditions, products, and yield Reactants: COC(=O)c1c(C(=O)OC)n(-c2ccc(OC(C)C)cc2)c2ccc(Oc3ccc(C(F)(F)F)cc3)cc12, CCO. Product: COC(=O)c1c(C(=O)O)n(-c2ccc(OC(C)C)cc2)c2ccc(Oc3ccc(C(F)(F)F)cc3)cc12. As a reaction SMILES: [CH3:1][O:2][C:3](=[O:4])[c:5]1[n:6](-[c:29]2[cH:30][cH:31][c:32]([O:35][CH:36]([CH3:37])[CH3:38])[cH:33][cH:34]2)[c:7]2[cH:8][cH:9][c:10]([O:18][c:19]3[cH:20][cH:21][c:22]([C:25]([F:26])([F:27])[F:28])[cH:23][cH:24]3)[cH:11][c:12]2[c:13]1[C:14](=[O:15])[O:16][CH3:17].[CH3:39][CH2:40][OH:41]>>[O:2]=[C:3]([OH:4])[c:5]1[n:6](-[c:29]2[cH:30][cH:31][c:32]([O:35][CH:36]([CH3:37])[CH3:38])[cH:33][cH:34]2)[c:7]2[cH:8][cH:9][c:10]([O:18][c:19]3[cH:20][cH:21][c:22]([C:25]([F:26])([F:27])[F:28])[cH:23][cH:24]3)[cH:11][c:12]2[c:13]1[C:14](=[O:15])[O:16][CH3:17].